From a dataset of the Open Reaction Database (ORD), a public repository of structured organic reaction records. describe an organic reaction: reactants, conditions, products, and yield Procedure details: 0.78 gram (20.6 millimoles) of lithium aluminum hydride was added in small portions under argon atmosphere to a solution of the above prepared cinnamoylpiperidine in 50 milliliters of dry tetrahydrofuran to obtain 4-(5H-dibenzo[a,d]cyclohepten-5-yl)-1-cinnamylpiperidine in the reaction mixture. The latter was recovered in the usual manner, i.e., diluting with tetrahydrofuran, quenching by the "n,n,3n" method, drying the solution over magnesium sulfate, vaporizing the solvent in vacuo from the fi... Reactants: [H-].[Al+3].[Li+].[H-].[H-].[H-] (lithium aluminum hydride), C(C=CC1=CC=CC=C1)(=O)N1CCCCC1 (cinnamoylpiperidine), O1CCCC1 (tetrahydrofuran). Product: C1=CC=CC=2C(C3=C(C=CC21)C=CC=C3)C3CCN(CC3)CC=CC3=CC=CC=C3 (4-(5H-dibenzo[a,d]cyclohepten-5-yl)-1-cinnamylpiperidine). RXN SMILES: [H-].[Al+3].[Li+].[H-].[H-].[H-].[C:7]([N:17]1[CH2:22][CH2:21][CH2:20][CH2:19][CH2:18]1)(=O)[CH:8]=[CH:9][C:10]1[CH:15]=[CH:14][CH:13]=[CH:12][CH:11]=1.O1[CH2:27][CH2:26][CH2:25][CH2:24]1>>[CH:24]1[C:26]2[CH:27]=[CH:9][C:10]3[CH:15]=[CH:14][CH:13]=[CH:12][C:11]=3[CH:24]([CH:20]3[CH2:21][CH2:22][N:17]([CH2:7][CH:8]=[CH:9][C:10]4[CH:15]=[CH:14][CH:13]=[CH:12][CH:11]=4)[CH2:18][CH2:19]3)[C:25]=2[CH:27]=[CH:26][CH:25]=1 |f:0.1.2.3.4.5|. The reactants are CCCCc1oc2ccccc2c1C(=O)N(C)Cc1ccc(-c2ccc(O)c(Br)c2)cc1, N#CCBr, O=C([O-])[O-], [K+], [K+], CN(C)C=O. The product is CCCCc1oc2ccccc2c1C(=O)N(C)Cc1ccc(-c2ccc(OCC#N)c(Br)c2)cc1. Reaction SMILES: [Br:1][c:2]1[cH:3][c:4](-[c:9]2[cH:10][cH:11][c:12]([CH2:15][N:16]([C:17](=[O:18])[c:19]3[c:20]([CH2:28][CH2:29][CH2:30][CH3:31])[o:21][c:22]4[c:23]3[cH:24][cH:25][cH:26][cH:27]4)[CH3:32])[cH:13][cH:14]2)[cH:5][cH:6][c:7]1[OH:8].[Br:33][CH2:34][C:35]#[N:36].[C:37](=[O:38])([O-:39])[O-:40].[K+:41].[K+:42].[O:43]=[CH:44][N:45]([CH3:46])[CH3:47]>>[Br:1][c:2]1[cH:3][c:4](-[c:9]2[cH:10][cH:11][c:12]([CH2:15][N:16]([C:17](=[O:18])[c:19]3[c:20]([CH2:28][CH2:29][CH2:30][CH3:31])[o:21][c:22]4[c:23]3[cH:24][cH:25][cH:26][cH:27]4)[CH3:32])[cH:13][cH:14]2)[cH:5][cH:6][c:7]1[O:8][CH2:34][C:35]#[N:36]. The reactants are C([O-])([O-])=O.[K+].[K+] (Potassium carbonate), ClC1=NC=C(C=N1)Br (2-chloro-5-bromo-pyrimidine), N1CCOCC1 (Morpholine). Solvent: CN(C)C=O (DMF). Run at time 15 minute. The product is BrC=1C=NC(=NC1)N1CCOCC1 (4-(5-Bromo-pyrimidin-2-yl)-morpholine). The yield is 35.7%. As a reaction SMILES: C(=O)([O-])[O-].[K+].[K+].Cl[C:8]1[N:13]=[CH:12][C:11]([Br:14])=[CH:10][N:9]=1.[NH:15]1[CH2:20][CH2:19][O:18][CH2:17][CH2:16]1>CN(C=O)C>[Br:14][C:11]1[CH:10]=[N:9][C:8]([N:15]2[CH2:20][CH2:19][O:18][CH2:17][CH2:16]2)=[N:13][CH:12]=1 |f:0.1.2|. Procedure: Potassium carbonate (0.34 g) was added to a solution of 2-chloro-5-bromo-pyrimidine (0.5 g) in DMF (20 ml). The reaction mixture was stirred at rt for 15 min. Morpholine (0.2 g) was added and the reaction mixture was stirred at rt for 2 h. The excess DMF was removed by evaporation and the residue was partitioned between H2O/EtOAc (30:30 ml) The EtOAc layer was dried (MgSO4) and evaporated to dryness to give the sub-title compound as a cream solid (0.2 g). LCMS electrospray(+ve) 246 (MH+). Reactants: OC1=CC(N(C=C1)C=1SC(=C(N1)C)C(=O)O)=O (2-(4-hydroxy-2-oxopyridin-1(2H)-yl)-4-methylthiazole-5-carboxylic acid), CC=1N=CC(=NC1)CN ((5-methylpyrazin-2-yl)methanamine). Product: OC1=CC(N(C=C1)C=1SC(=C(N1)C)C(=O)NCC1=NC=C(N=C1)C)=O (2-(4-Hydroxy-2-oxopyridin-1(2H)-yl)-4-methyl-N-((5-methylpyrazin-2-yl)methyl)thiazole-5-carboxamide). The yield is 14.0%. RXN SMILES: [OH:1][C:2]1[CH:7]=[CH:6][N:5]([C:8]2[S:9][C:10]([C:14]([OH:16])=O)=[C:11]([CH3:13])[N:12]=2)[C:4](=[O:17])[CH:3]=1.[CH3:18][C:19]1[N:20]=[CH:21][C:22]([CH2:25][NH2:26])=[N:23][CH:24]=1>>[OH:1][C:2]1[CH:7]=[CH:6][N:5]([C:8]2[S:9][C:10]([C:14]([NH:26][CH2:25][C:22]3[CH:21]=[N:20][C:19]([CH3:18])=[CH:24][N:23]=3)=[O:16])=[C:11]([CH3:13])[N:12]=2)[C:4](=[O:17])[CH:3]=1. Procedure details: Following the procedure as described in Example 1, making variations only as required to use 2-(4-hydroxy-2-oxopyridin-1(2H)-yl)-4-methylthiazole-5-carboxylic acid in place of 4-methyl-2-(2-oxo-4-phenylpyridin-1(2H)-yl)thiazole-5-carboxylic acid to react with (5-methylpyrazin-2-yl)methanamine, the title compound was obtained as a colorless solid in 14% yield: 1H NMR (300 MHz, DMSO-d6) δ 11.49 (s, 1H), 8.80 (t, J=5.2 Hz, 1H), 8.59 (d, J=7.8 Hz 1H), 8.44 (s, 2H), 6.26 (d, J=7.8 Hz, 1H), 5.81 (s, 1... Starting materials: COC(=O)CC(=O)Nc1ccc(OCc2cccc(F)c2)c(C)c1, CO, N. The product is Cc1cc(NC(=O)CC(N)=O)ccc1OCc1cccc(F)c1. As a reaction SMILES: [CH3:1][O:2][C:3]([CH2:4][C:5](=[O:6])[NH:7][c:8]1[cH:9][c:10]([CH3:23])[c:11]([O:14][CH2:15][c:16]2[cH:17][c:18]([F:22])[cH:19][cH:20][cH:21]2)[cH:12][cH:13]1)=[O:24].[CH3:26][OH:27].[NH3:25]>>[O:2]=[C:3]([CH2:4][C:5](=[O:6])[NH:7][c:8]1[cH:9][c:10]([CH3:23])[c:11]([O:14][CH2:15][c:16]2[cH:17][c:18]([F:22])[cH:19][cH:20][cH:21]2)[cH:12][cH:13]1)[NH2:25]. Reactants: CC(=O)O, C#CCOc1cc([N+](=O)[O-])c(F)cc1Cl, [Fe], O. Yields the product C#CCOc1cc(N)c(F)cc1Cl. As a reaction SMILES: [CH3:17][C:18](=[O:19])[OH:20].[Cl:1][c:2]1[cH:3][c:4]([F:15])[c:5]([N+:12]([O-:13])=[O:14])[cH:6][c:7]1[O:8][CH2:9][C:10]#[CH:11].[Fe:21].[OH2:16]>>[Cl:1][c:2]1[cH:3][c:4]([F:15])[c:5]([NH2:12])[cH:6][c:7]1[O:8][CH2:9][C:10]#[CH:11].